Dataset: the Open Reaction Database (ORD), a public repository of structured organic reaction records. Task: describe an organic reaction: reactants, conditions, products, and yield Reactants: Cn1cc(N2CCN(Cc3ccccc3)CC2)c(=O)n(C)c1=O, CC(=O)O, O=CO, [Pd]. Product: Cn1cc(N2CCNCC2)c(=O)n(C)c1=O. RXN SMILES: [CH2:1]([c:2]1[cH:3][cH:4][cH:5][cH:6][cH:7]1)[N:8]1[CH2:9][CH2:10][N:11]([c:14]2[c:15](=[O:23])[n:16]([CH3:22])[c:17](=[O:21])[n:18]([CH3:20])[cH:19]2)[CH2:12][CH2:13]1.[CH3:27][C:28](=[O:29])[OH:30].[CH:24]([OH:25])=[O:26].[Pd:31]>>[NH:8]1[CH2:9][CH2:10][N:11]([c:14]2[c:15](=[O:23])[n:16]([CH3:22])[c:17](=[O:21])[n:18]([CH3:20])[cH:19]2)[CH2:12][CH2:13]1. The reactants are CC(C)(C)OC(=O)N1CCC(NC(=O)Nc2ccc(C(=O)N3CCN(Cc4ccc(C(O[Si](C)(C)C(C)(C)C)(C(F)(F)F)C(F)(F)F)cc4)CC3)cc2F)C1, [F-], [K+], C1CCOC1. The product is CC(C)(C)OC(=O)N1CCC(NC(=O)Nc2ccc(C(=O)N3CCN(Cc4ccc(C(O)(C(F)(F)F)C(F)(F)F)cc4)CC3)cc2F)C1. As a reaction SMILES: [C:1]([Si:2]([CH3:3])([CH3:4])[O:6][C:7]([C:8]([F:9])([F:10])[F:11])([C:12]([F:13])([F:14])[F:15])[c:16]1[cH:17][cH:18][c:19]([CH2:20][N:21]2[CH2:22][CH2:23][N:24]([C:27](=[O:28])[c:29]3[cH:30][c:31]([F:51])[c:32]([NH:35][C:36]([NH:37][CH:38]4[CH2:39][N:40]([C:43](=[O:44])[O:45][C:46]([CH3:47])([CH3:48])[CH3:49])[CH2:41][CH2:42]4)=[O:50])[cH:33][cH:34]3)[CH2:25][CH2:26]2)[cH:52][cH:53]1)([CH3:5])([CH3:54])[CH3:55].[F-:56].[K+:57].[O:58]1[CH2:59][CH2:60][CH2:61][CH2:62]1>>[OH:6][C:7]([C:8]([F:9])([F:10])[F:11])([C:12]([F:13])([F:14])[F:15])[c:16]1[cH:17][cH:18][c:19]([CH2:20][N:21]2[CH2:22][CH2:23][N:24]([C:27](=[O:28])[c:29]3[cH:30][c:31]([F:51])[c:32]([NH:35][C:36]([NH:37][CH:38]4[CH2:39][N:40]([C:43](=[O:44])[O:45][C:46]([CH3:47])([CH3:48])[CH3:49])[CH2:41][CH2:42]4)=[O:50])[cH:33][cH:34]3)[CH2:25][CH2:26]2)[cH:52][cH:53]1. Reactants: three, CC(C)O (IPA), O.C(C1=CC=CC=C1)(=O)[C@]([C@](C(=O)O)(O)C(C1=CC=CC=C1)=O)(O)C(=O)O (Dibenzoyl-L-tartaric acid monohydrate), O=C(CC(CC1=C(C=C(C(=C1)F)F)F)N)N1CC=2N(CC1)C(=NN2)C(F)(F)F (4-oxo-4-[3-(trifluoromethyl)-5,6-dihydro[1,2,4]triazolo[4,3-a]pyrazin-7(8H)-yl]-1-(2,4,5-trifluorophenyl)butan-2-amine). Solvent: CO (methanol). Conditions: temperature 62.5 celsius, time 30 minute. Yields the product O=C(C[C@H](CC1=C(C=C(C(=C1)F)F)F)N)N1CC=2N(CC1)C(=NN2)C(F)(F)F ((2S)-4-oxo-4-[3-(trifluoromethyl)-5,6-dihydro[1,2,4]triazolo[4,3-a]pyrazin-7(8H)-yl]-1-(2,4,5-trifluorophenyl)butan-2-amine). RXN SMILES: CC(O)C.O.C([C@@](C(O)=O)(O)[C@@](C(=O)C1C=CC=CC=1)(O)C(O)=O)(=O)C1C=CC=CC=1.[O:32]=[C:33]([N:47]1[CH2:52][CH2:51][N:50]2[C:53]([C:56]([F:59])([F:58])[F:57])=[N:54][N:55]=[C:49]2[CH2:48]1)[CH2:34][CH:35]([NH2:46])[CH2:36][C:37]1[CH:42]=[C:41]([F:43])[C:40]([F:44])=[CH:39][C:38]=1[F:45]>CO>[O:32]=[C:33]([N:47]1[CH2:52][CH2:51][N:50]2[C:53]([C:56]([F:59])([F:58])[F:57])=[N:54][N:55]=[C:49]2[CH2:48]1)[CH2:34][C@@H:35]([NH2:46])[CH2:36][C:37]1[CH:42]=[C:41]([F:43])[C:40]([F:44])=[CH:39][C:38]=1[F:45] |f:1.2|. Procedure: In a 50 mL three neck flask IPA (5 mL) and Dibenzoyl-L-tartaric acid monohydrate (1.84 g) were taken. It was heated to 60-65° C. 4-oxo-4-[3-(trifluoromethyl)-5,6-dihydro[1,2,4]triazolo[4,3-a]pyrazin-7(8H)-yl]-1-(2,4,5-trifluorophenyl)butan-2-amine (2.0 g, % purity-90.5%) dissolved in methanol (6 mL) was added into the reaction mixture at 60-65° C. It was stirred for 30 min. at 60-65° C. Solid salt was precipitated. It was gradually cooled to room temperature over a period of 2-3 h. The salt was ... Starting materials: CC(Br)Br, C[SiH](C)C, [Cl-], Clc1cc(Cl)ncn1, Fc1ccc(CBr)cc1, C1CCOC1, O, [Zn]. The product is Fc1ccc(Cc2cc(Cl)ncn2)cc1. Reaction SMILES: [Br:1][CH:2]([Br:3])[CH3:4].[CH3:6][SiH:7]([CH3:8])[CH3:9].[Cl-:5].[Cl:19][c:20]1[n:21][cH:22][n:23][c:24]([Cl:26])[cH:25]1.[F:10][c:11]1[cH:12][cH:13][c:14]([CH2:15][Br:16])[cH:17][cH:18]1.[O:27]1[CH2:28][CH2:29][CH2:30][CH2:31]1.[OH2:33].[Zn:32]>>[F:10][c:11]1[cH:12][cH:13][c:14]([CH2:15][c:24]2[n:23][cH:22][n:21][c:20]([Cl:19])[cH:25]2)[cH:17][cH:18]1. Starting materials: C[Mg]Cl (MeMgCl), [NH4+].[Cl-] (NH4Cl), C(C)(=O)OCC1=CC=2C=C3N(C2C=C1S(=O)(=O)C)CCN(C3C(C)C)C3=NC=C(C(=N3)C(F)(F)F)C(C)=O ((2-(5-acetyl-4-(trifluoromethyl)pyrimidin-2-yl)-1-isopropyl-7-(methylsulfonyl)-1,2,3,4-tetrahydropyrazino[1,2-a]indol-8-yl)methyl acetate), LaCl3, [Li+].[Cl-].C1CCOC1 (LiCl THF). The solvent is C1CCOC1 (THF), O (water), C1CCOC1 (THF). Reaction conditions: time 20 minute. The product is OCC1=CC=2C=C3N(C2C=C1S(=O)(=O)C)CCN(C3C(C)C)C3=NC=C(C(=N3)C(F)(F)F)C(C)(C)O (2-(2-(8-(hydroxymethyl)-1-isopropyl-7-(methylsulfonyl)-3,4-dihydropyrazino[1,2-a]indol-2(1H)-yl)-4-(trifluoromethyl)pyrimidin-5-yl)propan-2-ol). As a reaction SMILES: C([O:4][CH2:5][C:6]1[C:14]([S:15]([CH3:18])(=[O:17])=[O:16])=[CH:13][C:12]2[N:11]3[CH2:19][CH2:20][N:21]([C:26]4[N:31]=[C:30]([C:32]([F:35])([F:34])[F:33])[C:29]([C:36](=[O:38])[CH3:37])=[CH:28][N:27]=4)[CH:22]([CH:23]([CH3:25])[CH3:24])[C:10]3=[CH:9][C:8]=2[CH:7]=1)(=O)C.[Li+].[Cl-].[CH2:41]1COCC1.C[Mg]Cl.[NH4+].[Cl-]>C1COCC1.O>[OH:4][CH2:5][C:6]1[C:14]([S:15]([CH3:18])(=[O:17])=[O:16])=[CH:13][C:12]2[N:11]3[CH2:19][CH2:20][N:21]([C:26]4[N:31]=[C:30]([C:32]([F:35])([F:34])[F:33])[C:29]([C:36]([OH:38])([CH3:41])[CH3:37])=[CH:28][N:27]=4)[CH:22]([CH:23]([CH3:25])[CH3:24])[C:10]3=[CH:9][C:8]=2[CH:7]=1 |f:1.2.3,5.6|. Reported procedure: To a solution of (2-(5-acetyl-4-(trifluoromethyl)pyrimidin-2-yl)-1-isopropyl-7-(methylsulfonyl)-1,2,3,4-tetrahydropyrazino[1,2-a]indol-8-yl)methyl acetate (37 mg, 67 μmol) in dry THF (2 mL) was added LaCl3.2 LiCl THF solution (0.12 mL, 70 μmol). The resulting mixture was stirred for 20 min at rt. The reaction mixture was cooled down to 0° C., MeMgCl in THF solution (3.0 M, 0.15 mL) was added slowly and the reaction mixture was allowed to stir at the same temperature for 0.5 h. Sat. aq. NH4Cl (1 ...